Dataset: the Open Reaction Database (ORD), a public repository of structured organic reaction records. Task: describe an organic reaction: reactants, conditions, products, and yield Reactants: BrBr (Bromine), ClC1=CC=C(C=C1)C1=CC(=C(N1)C(F)(F)F)C(F)(F)F (5-(p-chlorophenyl)-2,3-bis(trifluoromethyl)pyrrole), C(C)(=O)O (acetic acid), C(C)(=O)[O-].[Na+] (sodium acetate). Run in O (water). Conditions: time 2 hour. Product: BrC1=C(NC(=C1C(F)(F)F)C(F)(F)F)C1=CC=C(C=C1)Cl (3-Bromo-2-(p-chlorophenyl)-4,5-bis(trifluoromethyl)pyrrole). Isolated yield 65.4%. RXN SMILES: [Br:1]Br.[Cl:3][C:4]1[CH:9]=[CH:8][C:7]([C:10]2[NH:14][C:13]([C:15]([F:18])([F:17])[F:16])=[C:12]([C:19]([F:22])([F:21])[F:20])[CH:11]=2)=[CH:6][CH:5]=1.C(O)(=O)C.C([O-])(=O)C.[Na+]>O>[Br:1][C:11]1[C:12]([C:19]([F:22])([F:20])[F:21])=[C:13]([C:15]([F:16])([F:17])[F:18])[NH:14][C:10]=1[C:7]1[CH:6]=[CH:5][C:4]([Cl:3])=[CH:9][CH:8]=1 |f:3.4|. Procedure details: Bromine (0.527 g, 3.3 mmol) is added to a room temperature solution of 5-(p-chlorophenyl)-2,3-bis(trifluoromethyl)pyrrole (0.9 g, 3.0 mmol), acetic acid (5 mL) and sodium acetate (0.492 g, 6 mmol). After stirring for 2 hours the reaction mixture is diluted with water and extracted with ether. The combined organic extracts are washed sequentially with water, sodium metabisulfite solution, water and brine, dried over anhydrous magnesium sulfate and concentrated in vacuo to obtain a solid. Crystall... The product is CC(C)(C)P(C(C)(C)C)C(C)(C)C. RXN SMILES: [C:11]([CH3:12])([CH3:13])([CH3:14])[Cl:15].[C:1]([CH3:2])([CH3:3])([CH3:4])[P:5]([C:6]([CH3:7])([CH3:8])[CH3:9])[Cl:10].[CH3:29][c:30]1[cH:31][cH:32][cH:33][cH:34][cH:35]1.[Cl:27][Cu:28].[Mg:16].[O:22]1[CH2:23][CH2:24][CH2:25][CH2:26]1.[S:17](=[O:18])(=[O:19])([OH:20])[OH:21]>>[C:1]([CH3:2])([CH3:3])([CH3:4])[P:5]([C:6]([CH3:7])([CH3:8])[CH3:9])[C:11]([CH3:12])([CH3:13])[CH3:14]. Reactants: CC(C)(C)Cl, CC(C)(C)P(Cl)C(C)(C)C, Cc1ccccc1, Cl[Cu], [Mg], C1CCOC1, O=S(=O)(O)O. Starting materials: BrCCCC1=C2C(C(=O)NC2=O)=CC=C1 (bromopropylphthalimide), CNCC#C (N-methyl-N-propargyl amine), C([O-])([O-])=O.[K+].[K+] (potassium carbonate), C1(=CC=CC=C1)C (toluene). The product is CN(CCCN1C(C2=CC=CC=C2C1=O)=O)CC#C (2-[3-(Methyl-prop-2-ynyl-amino)-propyl]-isoindole-1,3-dione). Reaction SMILES: BrCCC[C:5]1[CH:15]=[CH:14][CH:13]=[C:7]2[C:8]([NH:10][C:11](=[O:12])[C:6]=12)=[O:9].[CH3:16][NH:17][CH2:18][C:19]#[CH:20].C(=O)([O-])[O-].[K+].[K+].[C:27]1(C)[CH:32]=CC=C[CH:28]=1>>[CH3:16][N:17]([CH2:32][C:27]#[CH:28])[CH2:18][CH2:19][CH2:20][N:10]1[C:11](=[O:12])[C:6]2[C:7](=[CH:13][CH:14]=[CH:15][CH:5]=2)[C:8]1=[O:9] |f:2.3.4|. Reported procedure: A mixture of bromopropylphthalimide (15.51 g, 0.058 mol), N-methyl-N-propargyl amine (5.0 g, 0.()72 mol), potassium carbonate (12.0 g, 0.087 mol), and toluene (40 ml) was refluxed for 4 hours, filtered and the insoluble washed with toluene. After removal of the solvent, the residue was dried in vacuo to provide 14.3 g of title product. Reported procedure: A mixture of [2-allyl-6-(1,3-dioxo-1,3-dihydro-isoindol-2-yl)-3,7-dioxo-[1,2]diazepan-1-yl]-acetic acid tert-butyl ester (5b) (380 mg, 0.89 mmol) and 20% palladium (II) hydroxide on carbon (Pearlman's catalyst) (80 mg) in ethanol (10 mL) was stirred under hydrogen atmosphere for 3 hours. The reaction mixture was filtered through Celite and the filtrate was evaporated in vacuo to give 380 mg (99.5% yield) of the title compound. 1H-NMR (500 MHz, CDCl3) δ 1.05-1.09 (t, 3H), 1.47 (s, 9H), 1.71-1.82 ... Reagents/catalysts: [OH-].[Pd+2].[OH-] (palladium (II) hydroxide). As a reaction SMILES: [C:1]([O:5][C:6](=[O:31])[CH2:7][N:8]1[C:14](=[O:15])[CH:13]([N:16]2[C:24](=[O:25])[C:23]3[C:18](=[CH:19][CH:20]=[CH:21][CH:22]=3)[C:17]2=[O:26])[CH2:12][CH2:11][C:10](=[O:27])[N:9]1[CH2:28][CH:29]=[CH2:30])([CH3:4])([CH3:3])[CH3:2]>C(O)C.[OH-].[Pd+2].[OH-]>[C:1]([O:5][C:6](=[O:31])[CH2:7][N:8]1[C:14](=[O:15])[CH:13]([N:16]2[C:24](=[O:25])[C:23]3[C:18](=[CH:19][CH:20]=[CH:21][CH:22]=3)[C:17]2=[O:26])[CH2:12][CH2:11][C:10](=[O:27])[N:9]1[CH2:28][CH2:29][CH3:30])([CH3:4])([CH3:3])[CH3:2] |f:2.3.4|. Reaction conditions: time 3 hour. Solvent: C(C)O (ethanol). Yield: 99.4%. Starting materials: C(C)(C)(C)OC(CN1N(C(CCC(C1=O)N1C(C2=CC=CC=C2C1=O)=O)=O)CC=C)=O ([2-Allyl-6-(1,3-dioxo-1,3-dihydro-isoindol-2-yl)-3,7-dioxo-[1,2]diazepan-1-yl]-acetic acid tert-butyl ester). The product is C(C)(C)(C)OC(CN1N(C(CCC(C1=O)N1C(C2=CC=CC=C2C1=O)=O)=O)CCC)=O ([6-(1,3-Dioxo-1,3-dihydro-isoindol-2-yl)-3,7-dioxo-2-propyl-[1,2]diazepan-1-yl]-acetic acid tert-butyl ester). Yield: 60.0%. Procedure details: In the same manner as in Example 28, methyl 4-thiocarbamoylbenzoate was reacted with 4-trifluoromethoxyphenacyl bromide to obtain methyl 4-[4-(4-trifluoromethoxyphenyl)-2-thiazolyl]benzoate. The product was recrystallized from ethanol. Yield: 60%. Pale yellow prisms. Melting point: 138 to 139° C. Reaction SMILES: [C:1]([C:4]1[CH:13]=[CH:12][C:7]([C:8]([O:10][CH3:11])=[O:9])=[CH:6][CH:5]=1)(=[S:3])[NH2:2].[F:14][C:15]([F:28])([F:27])[O:16][C:17]1[CH:26]=[CH:25][C:20]([C:21](=O)[CH2:22]Br)=[CH:19][CH:18]=1>>[F:14][C:15]([F:27])([F:28])[O:16][C:17]1[CH:18]=[CH:19][C:20]([C:21]2[N:2]=[C:1]([C:4]3[CH:13]=[CH:12][C:7]([C:8]([O:10][CH3:11])=[O:9])=[CH:6][CH:5]=3)[S:3][CH:22]=2)=[CH:25][CH:26]=1. The product is FC(OC1=CC=C(C=C1)C=1N=C(SC1)C1=CC=C(C(=O)OC)C=C1)(F)F (methyl 4-[4-(4-trifluoromethoxyphenyl)-2-thiazolyl]benzoate). Starting materials: C(N)(=S)C1=CC=C(C(=O)OC)C=C1 (methyl 4-thiocarbamoylbenzoate), FC(OC1=CC=C(C(CBr)=O)C=C1)(F)F (4-trifluoromethoxyphenacyl bromide).